This data is from the Open Reaction Database (ORD), a public repository of structured organic reaction records. The task is: describe an organic reaction: reactants, conditions, products, and yield Reactants: C1COCCO1, COC(=O)C(C)(C)c1cn2c(=O)n(C(C)(C)C)nc2c(NC(C)C)n1, [Na+], [OH-]. Yields the product CC(C)Nc1nc(C(C)(C)C(=O)O)cn2c(=O)n(C(C)(C)C)nc12. RXN SMILES: [CH2:26]1[O:27][CH2:28][CH2:29][O:30][CH2:31]1.[CH3:1][O:2][C:3]([C:4]([CH3:5])([CH3:6])[c:7]1[n:8][c:9]([NH:21][CH:22]([CH3:23])[CH3:24])[c:10]2[n:11]([cH:12]1)[c:13](=[O:20])[n:14]([C:16]([CH3:17])([CH3:18])[CH3:19])[n:15]2)=[O:25].[Na+:33].[OH-:32]>>[O:2]=[C:3]([C:4]([CH3:5])([CH3:6])[c:7]1[n:8][c:9]([NH:21][CH:22]([CH3:23])[CH3:24])[c:10]2[n:11]([cH:12]1)[c:13](=[O:20])[n:14]([C:16]([CH3:17])([CH3:18])[CH3:19])[n:15]2)[OH:25]. The reactants are formula VI, CC1(OCC2=C1NC=1C=CC=CC1C2=O)C (3,4-dihydro-3,3-dimethylfuro[3,4-b]quinolin-9(1H)-one), P(=O)(Cl)(Cl)Cl (phosphorus oxychloride), ice. The product is ClC1=C2C(=NC=3C=CC=CC13)C(OC2)(C)C (9-Chloro-1,3-dihydro-3,3-dimethylfuro[3,4-b]quinoline). RXN SMILES: [CH3:1][C:2]1([CH3:16])[C:6]2[NH:7][C:8]3[CH:9]=[CH:10][CH:11]=[CH:12][C:13]=3[C:14](=O)[C:5]=2[CH2:4][O:3]1.P(Cl)(Cl)([Cl:19])=O>>[Cl:19][C:14]1[C:13]2[CH:12]=[CH:11][CH:10]=[CH:9][C:8]=2[N:7]=[C:6]2[C:2]([CH3:16])([CH3:1])[O:3][CH2:4][C:5]=12. Reported procedure: A solution of the compound of formula VI, 3,4-dihydro-3,3-dimethylfuro[3,4-b]quinolin-9(1H)-one (6.5 g, described in Example 8), in phosphorus oxychloride (26 ml) is stirred vigorously at room temperature for one hour. The solution is added to 340 ml of crushed ice. The mixture is stirred and the precipitate is removed by filtration. The filtrate is diluted with ice-water (600 ml) and made alkaline with 30% sodium hydroxide solution (75 ml). The precipitate is collected and crystallized from pet... Reactants: N1CCCC1 (pyrrolidine), COCC(COC)=O (1,3-dimethoxy-2-propanone), CC(=O)C1=C(C=CC(=C1)C#N)O (5-Cyano-2-hydroxyacetophenone). The solvent is C1(=CC=CC=C1)C (toluene). The product is C(#N)C=1C=CC2=C(C(CC(O2)(COC)COC)=O)C1 (6-cyano-3,4-dihydro-2,2-bis(methoxymethyl)-2H-1-benzopyran-4-one). Reaction SMILES: [CH3:1][C:2]([C:4]1[CH:9]=[C:8]([C:10]#[N:11])[CH:7]=[CH:6][C:5]=1[OH:12])=[O:3].N1CCCC1.[CH3:18][O:19][CH2:20][C:21](=O)[CH2:22][O:23][CH3:24]>C1(C)C=CC=CC=1>[C:10]([C:8]1[CH:7]=[CH:6][C:5]2[O:12][C:21]([CH2:22][O:23][CH3:24])([CH2:20][O:19][CH3:18])[CH2:1][C:2](=[O:3])[C:4]=2[CH:9]=1)#[N:11]. Reported procedure: 5-Cyano-2-hydroxyacetophenone (13.57 g) was dissolved in toluene (120 ml), and pyrrolidine (6 ml) and 1,3-dimethoxy-2-propanone (15 ml) were added. The mixture was refluxed under heating for 1 hour while removing the generated water. After cooling, the reaction mixture was diluted with ethyl acetate, washed with dilute hydrochloric acid, an aqueous solution of sodium hydrogencarbonate and brine in order, and dried over anhydrous magnesium sulfate. The solvent was distilled away and the residue o...